This data is from the Open Reaction Database (ORD), a public repository of structured organic reaction records. The task is: describe an organic reaction: reactants, conditions, products, and yield Starting materials: C1CCOC1, COC(=O)c1ccc(Cl)nc1, OCc1c(-c2ccc(Cl)cc2)noc1C=Cc1ccccc1, [H-], [Na+]. The product is COC(=O)c1ccc(OCc2c(-c3ccc(Cl)cc3)noc2C=Cc2ccccc2)nc1. RXN SMILES: [CH2:36]1[O:37][CH2:38][CH2:39][CH2:40]1.[Cl:25][c:26]1[n:27][cH:28][c:29]([C:30](=[O:31])[O:32][CH3:33])[cH:34][cH:35]1.[Cl:3][c:4]1[cH:5][cH:6][c:7](-[c:10]2[n:11][o:12][c:13]([CH:17]=[CH:18][c:19]3[cH:20][cH:21][cH:22][cH:23][cH:24]3)[c:14]2[CH2:15][OH:16])[cH:8][cH:9]1.[H-:1].[Na+:2]>>[Cl:3][c:4]1[cH:5][cH:6][c:7](-[c:10]2[n:11][o:12][c:13]([CH:17]=[CH:18][c:19]3[cH:20][cH:21][cH:22][cH:23][cH:24]3)[c:14]2[CH2:15][O:16][c:26]2[n:27][cH:28][c:29]([C:30](=[O:31])[O:32][CH3:33])[cH:34][cH:35]2)[cH:8][cH:9]1. Starting materials: NC1=NC=C(N=C1)C1=C(C=C(C=C1)C=1C(=CC=CC1)C(=O)O)F (4′-(2-aminopyrazin-5-yl)-3′-fluoro-[1,1′-biphenyl]-2-carboxylic acid), N[C@@H](CO)C ((R)-2-aminopropan-1-ol). The product is NC=1N=CC(=NC1)C1=C(C=C(C=C1)C=1C(=CC=CC1)C(=O)N[C@@H](CO)C)F (4′-(5-Aminopyrazin-2-yl)-3′-fluoro-N-[(1R)-2-hydroxy-1-methylethyl]biphenyl-2-carboxamide). RXN SMILES: [NH2:1][C:2]1[CH:7]=[N:6][C:5]([C:8]2[CH:13]=[CH:12][C:11]([C:14]3[C:15]([C:20]([OH:22])=O)=[CH:16][CH:17]=[CH:18][CH:19]=3)=[CH:10][C:9]=2[F:23])=[CH:4][N:3]=1.[NH2:24][C@H:25]([CH3:28])[CH2:26][OH:27]>>[NH2:1][C:2]1[N:3]=[CH:4][C:5]([C:8]2[CH:13]=[CH:12][C:11]([C:14]3[C:15]([C:20]([NH:24][C@H:25]([CH3:28])[CH2:26][OH:27])=[O:22])=[CH:16][CH:17]=[CH:18][CH:19]=3)=[CH:10][C:9]=2[F:23])=[N:6][CH:7]=1. Procedure details: The title compound was prepared using methods analogous to those described in Step C of Example 504 using 4′-(2-aminopyrazin-5-yl)-3′-fluoro-[1,1′-biphenyl]-2-carboxylic acid and (R)-2-aminopropan-1-ol. MS (ESI): mass calcd. for C20H19FN4O2, 366.15; m/z found, 367.1 [M+H]+. 1H NMR (400 MHz, DMSO-d6) δ 8.37 (s, 1H), 8.15-7.97 (m, 2H), 7.94-7.82 (m, 1H), 7.55-7.39 (m, 4H), 7.37-7.26 (m, 2H), 6.71 (s, 2H), 4.64 (s, 1H), 3.92-3.73 (m, 1H), 3.26-3.10 (m, 2H), 0.98 (d, J=6.1, 3H). Starting materials: [N+](=O)([O-])C1=CC=C(C=C1)C1=C2C=CC(NC2=CC=N1)=O (5-(4-nitrophenyl)-1,6-naphthyridin-2(1H)-one). Reagents/catalysts: [Pt]=O (platinum oxide). Run in C(C)(=O)O (acetic acid). Reaction conditions: time 1 hour. Yields the product NC1=CC=C(C=C1)C1=C2C=CC(NC2=CC=N1)=O (5-(4-aminophenyl)-1,6-naphthyridin-2(1H)-one). Isolated yield 54.8%. Reaction SMILES: [N+:1]([C:4]1[CH:9]=[CH:8][C:7]([C:10]2[N:19]=[CH:18][CH:17]=[C:16]3[C:11]=2[CH:12]=[CH:13][C:14](=[O:20])[NH:15]3)=[CH:6][CH:5]=1)([O-])=O>[Pt]=O.C(O)(=O)C>[NH2:1][C:4]1[CH:9]=[CH:8][C:7]([C:10]2[N:19]=[CH:18][CH:17]=[C:16]3[C:11]=2[CH:12]=[CH:13][C:14](=[O:20])[NH:15]3)=[CH:6][CH:5]=1. Procedure details: A mixture containing 10.68 g of 5-(4-nitrophenyl)-1,6-naphthyridin-2(1H)-one, 1 g of platinum oxide and 300 ml of acetic acid was catalytically hydrogenated in a Paar hydrogenator at room temperature over a period of about 1 hour. The catalyst was filtered off and the filtrate was concentrated on a rotary evaporator. The residue was slurried in boiling methanol, the mixture filtered, and the collected solid washed with methanol and dried in a vacuum oven at about 90° C. The solid was then recrys... The reactants are CN(C)c1ccc(-c2nc(Cl)c(CC#N)n2Cc2ccccc2)cc1, O=C1CCC(=O)N1Cl, C1COCCO1. Yields the product CN(C)c1ccc(-c2nc(Cl)c(CC#N)n2Cc2ccccc2)cc1Cl. RXN SMILES: [CH2:1]([c:2]1[cH:3][cH:4][cH:5][cH:6][cH:7]1)[n:8]1[c:9](-[c:17]2[cH:18][cH:19][c:20]([N:23]([CH3:24])[CH3:25])[cH:21][cH:22]2)[n:10][c:11]([Cl:16])[c:12]1[CH2:13][C:14]#[N:15].[Cl:26][N:27]1[C:28](=[O:29])[CH2:30][CH2:31][C:32]1=[O:33].[O:34]1[CH2:35][CH2:36][O:37][CH2:38][CH2:39]1>>[CH2:1]([c:2]1[cH:3][cH:4][cH:5][cH:6][cH:7]1)[n:8]1[c:9](-[c:17]2[cH:18][c:19]([Cl:26])[c:20]([N:23]([CH3:24])[CH3:25])[cH:21][cH:22]2)[n:10][c:11]([Cl:16])[c:12]1[CH2:13][C:14]#[N:15].